Dataset: the Open Reaction Database (ORD), a public repository of structured organic reaction records. Task: describe an organic reaction: reactants, conditions, products, and yield Reactants: FC=1C=CC(=C(CO[C@@H]2CN(CC2)C(=O)OC(C)(C)C)C1)S(NC=1C=CC=2[C@@H]3[C@H](COC2C1C(=O)OC)C3)(=O)=O (tert-butyl (S)-3-[(1aR,7bS)-5-fluoro-2-(4-methoxycarbonyl-1,1a,2,7b-tetrahydro-cyclopropa[c]chromen-5-ylsulfamoyl)benzyloxy]pyrrolidine-1-carboxylate), NC1=CC=C2[C@@H]3[C@H](COC2=C1C(=O)OC)C3 (methyl (1aR,7bS)-5-amino-1,1a,2,7b-tetrahydrocyclopropa[c]chromene-4-carboxylate), NC1=CC=C2[C@@H]3[C@H](COC2=C1C(=O)OC)C3 (methyl (1aR,7bS)-5-amino-1,1a,2,7b-tetrahydrocyclopropa[c]chromene-4-carboxylate), ClS(=O)(=O)C1=C(CO[C@H]2CN(CC2)C(=O)OC(C)(C)C)C=C(C=C1)F (tert-butyl (R)-3-(2-chlorosulfonyl-5-fluorobenzyloxy)pyrrolidine-1-carboxylate), ClS(=O)(=O)C1=C(CO[C@H]2CN(CC2)C(=O)OC(C)(C)C)C=C(C=C1)F (tert-butyl (R)-3-(2-chlorosulfonyl-5-fluorobenzyloxy)pyrrolidine-1-carboxylate). The product is FC=1C=CC(=C(CO[C@H]2CN(CC2)C(=O)OC(C)(C)C)C1)S(NC=1C=CC=2[C@@H]3[C@H](COC2C1C(=O)OC)C3)(=O)=O (tert-Butyl (R)-3-[(1aR,7bS)-5-fluoro-2-(4-methoxycarbonyl-1,1a,2,7b-tetrahydrocyclopropa[c]chromen-5-ylsulfamoyl)benzyloxy]pyrrolidine-1-carboxylate). Reaction SMILES: [F:1][C:2]1[CH:3]=[CH:4][C:5]([S:22](=[O:40])(=[O:39])[NH:23][C:24]2[CH:25]=[CH:26][C:27]3[C@H:28]4[CH2:38][C@H:29]4[CH2:30][O:31][C:32]=3[C:33]=2[C:34]([O:36][CH3:37])=[O:35])=[C:6]([CH:21]=1)[CH2:7][O:8][C@H:9]1[CH2:13][CH2:12][N:11]([C:14]([O:16][C:17]([CH3:20])([CH3:19])[CH3:18])=[O:15])[CH2:10]1.ClS(C1C=CC(F)=CC=1CO[C@@H]1CCN(C(OC(C)(C)C)=O)C1)(=O)=O.NC1C(C(OC)=O)=C2C([C@H]3C[C@H]3CO2)=CC=1>>[F:1][C:2]1[CH:3]=[CH:4][C:5]([S:22](=[O:39])(=[O:40])[NH:23][C:24]2[CH:25]=[CH:26][C:27]3[C@H:28]4[CH2:38][C@H:29]4[CH2:30][O:31][C:32]=3[C:33]=2[C:34]([O:36][CH3:37])=[O:35])=[C:6]([CH:21]=1)[CH2:7][O:8][C@@H:9]1[CH2:13][CH2:12][N:11]([C:14]([O:16][C:17]([CH3:20])([CH3:19])[CH3:18])=[O:15])[CH2:10]1. Reported procedure: Prepared by proceeding in a similar manner to Intermediate 214, starting from tert-butyl (R)-3-(2-chlorosulfonyl-5-fluorobenzyloxy)pyrrolidine-1-carboxylate (Intermediate 219) and methyl (1aR,7bS)-5-amino-1,1a,2,7b-tetrahydrocyclopropa[c]chromene-4-carboxylate (Intermediate 42A). Reactants: CCO, CC(=O)[O-], Cl, CCOC(=O)C(=O)c1cccc(F)c1COC(C)(C)C, [Na+], CON. Product: CCOC(=O)C(=NOC)c1cccc(F)c1COC(C)(C)C. RXN SMILES: [CH2:30]([OH:31])[CH3:32].[CH3:26][C:27](=[O:28])[O-:29].[ClH:24].[F:1][c:2]1[c:3]([CH2:15][O:16][C:17]([CH3:18])([CH3:19])[CH3:20])[c:4]([C:8]([C:9](=[O:10])[O:11][CH2:12][CH3:13])=[O:14])[cH:5][cH:6][cH:7]1.[Na+:25].[O:21]([CH3:22])[NH2:23]>>[F:1][c:2]1[c:3]([CH2:15][O:16][C:17]([CH3:18])([CH3:19])[CH3:20])[c:4]([C:8]([C:9](=[O:10])[O:11][CH2:12][CH3:13])=[N:23][O:21][CH3:22])[cH:5][cH:6][cH:7]1. Starting materials: CCCC[N+](CCCC)(CCCC)CCCC.[F-] (TBAF), BrC=1C=C(C(=O)OC(C)(C)C)C=C(C1)C(C(F)(F)F)=O (tert-Butyl 3-bromo-5-(trifluoroacetyl)benzoate), CCCC[N+](CCCC)(CCCC)CCCC.[F-] (TBAF), FC(F)(F)[Si](C)(C)C (trifluoromethyltrimethylsilane). The solvent is C1CCOC1 (THF). Conditions: temperature 0 celsius, time 15 minute. Product: BrC=1C=C(C(=O)OC(C)(C)C)C=C(C1)C(C(F)(F)F)(C(F)(F)F)O (tert-butyl 3-bromo-5-[2,2,2-trifluoro-1-hydroxy-1-(trifluoromethyl)ethyl]benzoate). RXN SMILES: [Br:1][C:2]1[CH:3]=[C:4]([CH:12]=[C:13]([C:15](=[O:20])[C:16]([F:19])([F:18])[F:17])[CH:14]=1)[C:5]([O:7][C:8]([CH3:11])([CH3:10])[CH3:9])=[O:6].[F:21][C:22]([Si](C)(C)C)([F:24])[F:23].CCCC[N+](CCCC)(CCCC)CCCC.[F-]>C1COCC1>[Br:1][C:2]1[CH:3]=[C:4]([CH:12]=[C:13]([C:15]([OH:20])([C:22]([F:24])([F:23])[F:21])[C:16]([F:18])([F:19])[F:17])[CH:14]=1)[C:5]([O:7][C:8]([CH3:11])([CH3:9])[CH3:10])=[O:6] |f:2.3|. Reported procedure: tert-Butyl 3-bromo-5-(trifluoroacetyl)benzoate (1.0 g, 2.8 mmol) was dissolved in THF (28 mL) and trifluoromethyltrimethylsilane (2.0 g, 14.1 mmol) added. The mixture was cooled to 0° C. and TBAF (0.07 g, 0.28 mmol) was added dropwise. After stirring for 15 minute additional TBAF (0.74 g, 2.8 mmol) was added. The mixture was stirred for an additional 15 minutes, allowed to warm to rt and then quenched with 1N HCl, diluted with EtOAc and the layers separated. The organic layer was washed with bri... The reactants are COC(=O)C=1N=CNC1 (methyl-imidazole-4-carboxylate), [H-].[Na+] (NaH), ClC1=CC=C(C=C1)[C@H]1C[C@]12C(N(C1=CC=CC=C21)CC2=CC=NC=C2)=O ((1S,2R)-2-(4-chlorophenyl)-1′-(pyridin-4-ylmethyl)spiro[cyclopropane-1,3′-indolin]-2′-one), BrCCN1C([C@]2(C3=CC=CC=C13)[C@H](C2)C2=CC=C(C=C2)Cl)=O ((1S,2R)-1′-(2-bromoethyl)-2-(4-chlorophenyl)spiro[cyclopropane-1,3′-indolin]-2′-one). Run in CN(C)C=O (DMF), CN(C)C=O (DMF). Run at time 1 hour. Yields the product COC(=O)C=1N=CN(C1)CCN1C([C@@]2(C3=CC=CC=C13)[C@@H](C2)C2=CC=C(C=C2)Cl)=O ((1R,2S)-methyl-1-(2-(2-(4-chlorophenyl)-2′-oxospiro [cyclopropane-1,3′-indoline]-1′-yl)ethyl)-1H-imidazole-4-carboxylate). The yield is 35.0%. RXN SMILES: [CH3:1][O:2][C:3]([C:5]1[N:6]=[CH:7][NH:8][CH:9]=1)=[O:4].[H-].[Na+].[Cl:12][C:13]1[CH:18]=[CH:17][C:16]([C@@H:19]2[C@:21]3([C:29]4[C:24](=[CH:25][CH:26]=[CH:27][CH:28]=4)[N:23]([CH2:30][C:31]4C=CN=CC=4)[C:22]3=[O:37])[CH2:20]2)=[CH:15][CH:14]=1.BrCCN1C2C(=CC=CC=2)[C@@]2(C[C@@H]2C2C=CC(Cl)=CC=2)C1=O>CN(C=O)C>[CH3:1][O:2][C:3]([C:5]1[N:6]=[CH:7][N:8]([CH2:31][CH2:30][N:23]2[C:24]3[C:29](=[CH:28][CH:27]=[CH:26][CH:25]=3)[C@:21]3([CH2:20][C@H:19]3[C:16]3[CH:15]=[CH:14][C:13]([Cl:12])=[CH:18][CH:17]=3)[C:22]2=[O:37])[CH:9]=1)=[O:4] |f:1.2|. Reported procedure: To a solution of methyl-imidazole-4-carboxylate (100 mg, 0.2 mmol) in 1 mL of anhydrous DMF was added NaH (60% disp.) (8.8 mg, 0.22 mmol) at room temperature. The reaction mixture was stirred for 1 hour at that temperature. To the mixture was added a solution of racemic (1R,2S) and (1S,2R)-1′-(2-bromoethyl)-2-(4-chlorophenyl)spiro[cyclopropane-1,3′-indolin]-2′-one (75.2 mg, 0.2 mmol) in 1 mL of DMF. The reaction was stirred at room temperature for 14 hours and then concentrated under reduced pre... The reactants are C(C)(C)(C)OC(NCCCCCN1CCN(CC1)CCCCCNC(=O)OC(C)(C)C)=O ({5-[4-(5-tert-butoxycarbonylamino-pentyl)-piperazin-1-yl]-pentyl}-carbamic acid tert-butyl ester), FC(C(=O)O)(F)F (trifluoracetic acid). Solvent: C(Cl)Cl (DCM). Reaction conditions: time 4 day. Product: NCCCCCN1CCN(CC1)CCCCCN (5-[4-(5-amino pentyl)-piperazin-1-yl]-pentylamine). As a reaction SMILES: C(OC(=O)[NH:7][CH2:8][CH2:9][CH2:10][CH2:11][CH2:12][N:13]1[CH2:18][CH2:17][N:16]([CH2:19][CH2:20][CH2:21][CH2:22][CH2:23][NH:24]C(OC(C)(C)C)=O)[CH2:15][CH2:14]1)(C)(C)C.FC(F)(F)C(O)=O>C(Cl)Cl>[NH2:24][CH2:23][CH2:22][CH2:21][CH2:20][CH2:19][N:16]1[CH2:17][CH2:18][N:13]([CH2:12][CH2:11][CH2:10][CH2:9][CH2:8][NH2:7])[CH2:14][CH2:15]1. Procedure: A solution of {5-[4-(5-tert-butoxycarbonylamino-pentyl)-piperazin-1-yl]-pentyl}-carbamic acid tert-butyl ester (329 mg, 0.72 mmol) in DCM (10 mL) is treated with trifluoracetic acid (1 mL). The reaction was left to stir at RT for 4 days and then the solvent is removed in vacuo. The material was used crude and conversion was assumed quantitative to produce 5-[4-(5-amino pentyl)-piperazin-1-yl]-pentylamine. Starting materials: C(C)(=O)O[C@@H]1[C@]2(C)[C@@H](CC1)[C@@H]1CCC3=CC(C[C@@H]([C@]3(C)[C@H]1CC2)C)=O (17β-acetoxy-1α-methyl-androst-4-en-3-one), CuO, II (iodine). The solvent is C(C)(=O)O (acetic acid). Run at temperature 60 celsius, time 24 hour. Yields the product C(C)(=O)O[C@@H]1[C@]2(C)[C@@H](CC1)[C@@H]1CCC3=CC(C([C@@H]([C@]3(C)[C@H]1CC2)C)I)=O (17β-acetoxy-2-iodo-1α-methyl-androst-4-en-3-one). Yield: 93.5%. Reaction SMILES: [C:1]([O:4][C@H:5]1[CH2:10][CH2:9][C@H:8]2[C@H:11]3[C@H:21]([CH2:22][CH2:23][C@:6]12[CH3:7])[C@:19]1([CH3:20])[C:14](=[CH:15][C:16](=[O:25])[CH2:17][C@@H:18]1[CH3:24])[CH2:13][CH2:12]3)(=[O:3])[CH3:2].[I:26]I>C(O)(=O)C>[C:1]([O:4][C@H:5]1[CH2:10][CH2:9][C@H:8]2[C@H:11]3[C@H:21]([CH2:22][CH2:23][C@:6]12[CH3:7])[C@:19]1([CH3:20])[C:14](=[CH:15][C:16](=[O:25])[CH:17]([I:26])[C@@H:18]1[CH3:24])[CH2:13][CH2:12]3)(=[O:3])[CH3:2]. Procedure: 6.88 g (20 mmol) of 17β-acetoxy-1α-methyl-androst-4-en-3-one and 1.75 g (22 mmol) of CuO in 60 ml of acetic acid are mixed with stirring at room temperature with 5.58 g (22 mmol) of iodine and stirred under nitrogen atmosphere for 24 hours at 60° C. Under reduced pressure, the acetic acid is largely distilled off and the residue is taken up in 100 ml of water. The water phase is extracted 3 times with 100 ml of ethyl acetate each. The ethyl acetate phases are washed with sodium thiosulfate solut... Reactants: O (water), ClC1=CC=C(CC=2SC3=C(N2)C=CC(=C3)O)C=C1 (2-(4-chlorobenzyl)-6-hydroxy-benzothiazole), C1(OCCO1)=O (ethylene carbonate), C([O-])([O-])=O.[K+].[K+] (potassium carbonate). The solvent is CN(C=O)C (dimethylformamide). Reaction conditions: temperature 120 celsius, time 2 hour. The product is ClC1=CC=C(CC=2SC3=C(N2)C=CC(=C3)OCCO)C=C1 (2-(4-chlorobenzyl)-6-(2-hydroxyethoxy)-benzothiazole). RXN SMILES: [Cl:1][C:2]1[CH:18]=[CH:17][C:5]([CH2:6][C:7]2[S:8][C:9]3[CH:15]=[C:14]([OH:16])[CH:13]=[CH:12][C:10]=3[N:11]=2)=[CH:4][CH:3]=1.C1(=O)O[CH2:22][CH2:21][O:20]1.C(=O)([O-])[O-].[K+].[K+].O>CN(C)C=O>[Cl:1][C:2]1[CH:18]=[CH:17][C:5]([CH2:6][C:7]2[S:8][C:9]3[CH:15]=[C:14]([O:16][CH2:22][CH2:21][OH:20])[CH:13]=[CH:12][C:10]=3[N:11]=2)=[CH:4][CH:3]=1 |f:2.3.4|. Procedure: 1.05 g (3.8 mmol) of 2-(4-chlorobenzyl)-6-hydroxy-benzothiazole and 0.67 g (7.6 mmol) of ethylene carbonate are dissolved in 20 ml of dimethylformamide and after the addition of 2.1 g (15.2 mmol) of potassium carbonate the mixture is stirred for 2 hours at 120° C. It is then added to water and extracted with ethyl acetate. After the extracts have been evaporated down the residue is purified by column chromatography on silica gel (eluant: ethyl acetate). Yield: 1.6 g (69% of theory).